Dataset: the Open Reaction Database (ORD), a public repository of structured organic reaction records. Task: describe an organic reaction: reactants, conditions, products, and yield Reactants: [OH-].[Na+] (NaOH), ClC1=C(C(=[N+](C=C1)[O-])C)C (4-chloro-2,3-dimethylpyridine N-oxide), OCCCS (3-hydroxypropyl mercaptan). The solvent is CN1C(CCC1)=O (N-methylpyrrolidone), CN1C(CCC1)=O (NMP). Run at time 15 minute. Yields the product CC1=[N+](C=CC(=C1C)SCCCO)[O-] (2,3-Dimethyl-4-(3-hydroxypropylthio)pyridine N-oxide). RXN SMILES: [OH-].[Na+].[OH:3][CH2:4][CH2:5][CH2:6][SH:7].Cl[C:9]1[CH:14]=[CH:13][N+:12]([O-:15])=[C:11]([CH3:16])[C:10]=1[CH3:17]>CN1CCCC1=O>[CH3:16][C:11]1[C:10]([CH3:17])=[C:9]([S:7][CH2:6][CH2:5][CH2:4][OH:3])[CH:14]=[CH:13][N+:12]=1[O-:15] |f:0.1|. Procedure: 6 g (60% pure) of NaOH are added in portions to 50 ml of dry N-methylpyrrolidone (NMP), the mixture is stirred for 15 min, 9.5 g (0.11 mol) of 3-hydroxypropyl mercaptan are metered in over a period of 20 min. and the mixture is stirred again for 30 min. until the evolution of gas has ended. A solution of 14.4 g (0.1 mol) of 4-chloro-2,3-dimethylpyridine N-oxide in 100 ml of NMP is then added dropwise in the course of 20 min. and the reaction mixture is stirred at room temperature for 1 hour, sub... Yields the product COc1cc2c(Oc3ccc4[nH]ccc4c3)ncnc2cc1OCc1ccccc1. Starting materials: O=C([O-])[O-], COc1cc2c(Cl)ncnc2cc1OCc1ccccc1, [K+], [K+], CN(C)C=O, Oc1ccc2[nH]ccc2c1. As a reaction SMILES: [C:32](=[O:33])([O-:34])[O-:35].[CH2:1]([c:2]1[cH:3][cH:4][cH:5][cH:6][cH:7]1)[O:8][c:9]1[c:10]([O:20][CH3:21])[cH:11][c:12]2[c:13]([Cl:19])[n:14][cH:15][n:16][c:17]2[cH:18]1.[K+:36].[K+:37].[O:38]=[CH:39][N:40]([CH3:41])[CH3:42].[OH:22][c:23]1[cH:24][c:25]2[cH:26][cH:27][nH:28][c:29]2[cH:30][cH:31]1>>[CH2:1]([c:2]1[cH:3][cH:4][cH:5][cH:6][cH:7]1)[O:8][c:9]1[c:10]([O:20][CH3:21])[cH:11][c:12]2[c:13]([O:22][c:23]3[cH:24][c:25]4[cH:26][cH:27][nH:28][c:29]4[cH:30][cH:31]3)[n:14][cH:15][n:16][c:17]2[cH:18]1.